This data is from the Open Reaction Database (ORD), a public repository of structured organic reaction records. The task is: describe an organic reaction: reactants, conditions, products, and yield Starting materials: O=C([O-])[O-], CC(=O)O, Cl, COC(O)C(F)(F)F, [K+], [K+], O=C=O, O, Cc1cc(=O)c(O)c[nH]1. Product: Cc1cc(=O)c(O)c(C(O)C(F)(F)F)[nH]1. Reaction SMILES: [C:11](=[O:12])([O-:13])[O-:14].[CH3:29][C:30](=[O:31])[OH:32].[ClH:1].[F:20][C:21]([CH:22]([OH:23])[O:24][CH3:25])([F:26])[F:27].[K+:15].[K+:16].[O:17]=[C:18]=[O:19].[OH2:28].[OH:2][c:3]1[c:4](=[O:10])[cH:5][c:6]([CH3:9])[nH:7][cH:8]1>>[OH:2][c:3]1[c:4](=[O:10])[cH:5][c:6]([CH3:9])[nH:7][c:8]1[CH:22]([C:21]([F:20])([F:26])[F:27])[OH:23].